Dataset: the Open Reaction Database (ORD), a public repository of structured organic reaction records. Task: describe an organic reaction: reactants, conditions, products, and yield The yield is 95.0%. RXN SMILES: [H-].[Na+].[CH2:3]([NH:6][C:7](=[O:13])[O:8][C:9]([CH3:12])([CH3:11])[CH3:10])[C:4]#[CH:5].[H][H].[CH2:16](Br)[CH:17]=[CH2:18]>CN(C)C=O>[CH2:3]([N:6]([CH2:18][C:17]#[CH:16])[C:7](=[O:13])[O:8][C:9]([CH3:10])([CH3:12])[CH3:11])[CH:4]=[CH2:5] |f:0.1|. The reactants are [H][H] (hydrogen), C(C=C)Br (Allyl bromide), [H-].[Na+] (Sodium hydride), C(C#C)NC(OC(C)(C)C)=O (tert-butyl prop-2-ynylcarbamate). Solvent: CN(C=O)C (N,N-dimethylformamide). Procedure: Sodium hydride (6.53 g, 163 mmol, 60% in mineral oil) was added in small portions over 1 min to a solution of tert-butyl prop-2-ynylcarbamate (19.5 g, 126 mmol) in N,N-dimethylformamide (300 mL) at room temperature. Formation of hydrogen bubbles was observed along with gentle warming of the resulting suspension. After 30 min at room temperature, the mixture was cooled to 0° C. Allyl bromide (13.05 mL, 151 mmol) was added dropwise. The mixture was stirred at 0° C. for 20 min and at ambient temper... The product is C(C=C)N(C(OC(C)(C)C)=O)CC#C (tert-butyl allyl(prop-2-yn-1-yl)carbamate), tan liquid. Reaction conditions: temperature 0 celsius, time 30 minute. The reactants are COCC1=NC=C(C=C1)OC1=CC(=C(C=C1)[N+](=O)[O-])OC1CCOCC1 (2-(methoxymethyl)-5-[4-nitro-3-(tetrahydro-2H-pyran-4-yloxy)phenoxy]pyridine), [Cl-].[Ca+2].[Cl-] (calcium chloride), O (water), C(C)O (ethanol). Reagents/catalysts: [Fe] (iron). Solvent: C(C)(=O)OCC (ethyl acetate), CCCCCC (hexane). Product: COCC1=CC=C(C=N1)OC1=CC(=C(N)C=C1)OC1CCOCC1 (4-{[6-(Methoxymethyl)pyridin-3-yl]oxy}-2-(tetrahydro-2H-pyran-4-yloxy)aniline). The yield is 77.0%. As a reaction SMILES: [CH3:1][O:2][CH2:3][C:4]1[CH:9]=[CH:8][C:7]([O:10][C:11]2[CH:16]=[CH:15][C:14]([N+:17]([O-])=O)=[C:13]([O:20][CH:21]3[CH2:26][CH2:25][O:24][CH2:23][CH2:22]3)[CH:12]=2)=[CH:6][N:5]=1.[Cl-].[Ca+2].[Cl-].O.C(O)C>[Fe].C(OCC)(=O)C.CCCCCC>[CH3:1][O:2][CH2:3][C:4]1[N:5]=[CH:6][C:7]([O:10][C:11]2[CH:16]=[CH:15][C:14]([NH2:17])=[C:13]([O:20][CH:21]3[CH2:26][CH2:25][O:24][CH2:23][CH2:22]3)[CH:12]=2)=[CH:8][CH:9]=1 |f:1.2.3|. Reported procedure: A mixture of 2-(methoxymethyl)-5-[4-nitro-3-(tetrahydro-2H-pyran-4-yloxy)phenoxy]pyridine (680 mg), iron powder (530 mg), calcium chloride (20 mg), water (3 mL), and ethanol (15 mL) was heated under reflux for 3 hr. The reaction solution was cooled to room temperature, filtered through celite, and the filtrate was concentrated. Water was added to the residue, and the mixture was extracted with ethyl acetate. The organic layer was washed with saturated brine, dried over magnesium sulfate, filtere... Starting materials: CC(C(CCc1ccccc1)c1ccc(Oc2ccccc2)cc1)N(CC(=O)OC(C)(C)C)C(=O)C1COC(C(=O)[O-])(C(=O)OCc2ccccc2)O1, C=[N+]=[N-]. Yields the product COC(=O)C1(C(=O)OCc2ccccc2)OCC(C(=O)N(CC(=O)OC(C)(C)C)C(C)C(CCc2ccccc2)c2ccc(Oc3ccccc3)cc2)O1. RXN SMILES: [C:1]([CH3:2])([CH3:3])([CH3:4])[O:5][C:6](=[O:7])[CH2:8][N:9]([C:10](=[O:11])[CH:12]1[O:13][C:14]([C:17](=[O:18])[O:19][CH2:20][c:21]2[cH:22][cH:23][cH:24][cH:25][cH:26]2)([C:27](=[O:28])[O-:29])[O:15][CH2:16]1)[CH:30]([CH:31]([CH2:32][CH2:33][c:34]1[cH:35][cH:36][cH:37][cH:38][cH:39]1)[c:40]1[cH:41][cH:42][c:43]([O:46][c:47]2[cH:48][cH:49][cH:50][cH:51][cH:52]2)[cH:44][cH:45]1)[CH3:53].[N+:54](=[N-:55])=[CH2:56]>>[C:1]([CH3:2])([CH3:3])([CH3:4])[O:5][C:6](=[O:7])[CH2:8][N:9]([C:10](=[O:11])[CH:12]1[O:13][C:14]([C:17](=[O:18])[O:19][CH2:20][c:21]2[cH:22][cH:23][cH:24][cH:25][cH:26]2)([C:27](=[O:28])[O:29][CH3:56])[O:15][CH2:16]1)[CH:30]([CH:31]([CH2:32][CH2:33][c:34]1[cH:35][cH:36][cH:37][cH:38][cH:39]1)[c:40]1[cH:41][cH:42][c:43]([O:46][c:47]2[cH:48][cH:49][cH:50][cH:51][cH:52]2)[cH:44][cH:45]1)[CH3:53]. Starting materials: FC=1C=C(C=CC1[N+](=O)[O-])C(=O)N1CCCC1 ((3-Fluoro-4-nitro-phenyl)-pyrrolidin-1-yl-methanone). Solvent: CO (MeOH). Reaction conditions: time 2 hour. Product: NC1=C(C=C(C=C1)C(=O)N1CCCC1)F ((4-Amino-3-fluoro-phenyl)-pyrrolidin-1-yl-methanone). RXN SMILES: [F:1][C:2]1[CH:3]=[C:4]([C:11]([N:13]2[CH2:17][CH2:16][CH2:15][CH2:14]2)=[O:12])[CH:5]=[CH:6][C:7]=1[N+:8]([O-])=O>CO>[NH2:8][C:7]1[CH:6]=[CH:5][C:4]([C:11]([N:13]2[CH2:17][CH2:16][CH2:15][CH2:14]2)=[O:12])=[CH:3][C:2]=1[F:1]. Reported procedure: 515.0 mg (2.16 mmol) (3-Fluoro-4-nitro-phenyl)-pyrrolidin-1-yl-methanone were dissolved in 20 mL MeOH. The solution was evacuated and rinsed with argon several times. 150 mg palladium on charcoal (10%) were added and again the mixture was evacuated and rinsed with argon several times. Finally argon was exchanged by hydrogen (balloon filled with hydrogen) and the mixture was stirred for 2 h at room temperature. The reaction mixture was filtered over “Celite” and the filter residue was washed with... Starting materials: CCOC(=O)CNCC1(Nc2ccc3[nH]ncc3c2)CCCCC1, Cl. The product is O=C1CNCC2(CCCCC2)N1c1ccc2[nH]ncc2c1. Reaction SMILES: [CH2:1]([O:3][C:4](=[O:2])[CH2:5][NH:6][CH2:7][C:8]1([NH:14][c:15]2[cH:16][c:17]3[cH:18][n:19][nH:20][c:21]3[cH:22][cH:23]2)[CH2:9][CH2:10][CH2:11][CH2:12][CH2:13]1)[CH3:24].[ClH:25]>>[O:3]=[C:4]1[CH2:5][NH:6][CH2:7][C:8]2([CH2:9][CH2:10][CH2:11][CH2:12][CH2:13]2)[N:14]1[c:15]1[cH:16][c:17]2[cH:18][n:19][nH:20][c:21]2[cH:22][cH:23]1. The reactants are C(=O)(C(F)(F)F)O (TFA), ClCCC\C(\C(=O)OC(C)(C)C)=C/C1=CC(=C(C=C1)N1C=NC(=C1)C)F (tert-butyl(E)-5-chloro-2-{1-[3-fluoro-4-(4-methyl-1H-imidazol-1-yl)phenyl]methylidene}valerate). Run in C(Cl)(Cl)Cl (chloroform). Conditions: time 1 hour. Yields the product FC(C(=O)O)(F)F.ClCCC\C(\C(=O)O)=C/C1=CC(=C(C=C1)N1C=NC(=C1)C)F ((E)-5-chloro-2-{1-[3-fluoro-4-(4-methyl-1H-imidazol-1-yl)phenyl]methylidene}valeric acid trifluoroacetate). RXN SMILES: [C:1]([OH:7])([C:3]([F:6])([F:5])[F:4])=[O:2].[Cl:8][CH2:9][CH2:10][CH2:11]/[C:12](=[CH:20]\[C:21]1[CH:26]=[CH:25][C:24]([N:27]2[CH:31]=[C:30]([CH3:32])[N:29]=[CH:28]2)=[C:23]([F:33])[CH:22]=1)/[C:13]([O:15]C(C)(C)C)=[O:14]>C(Cl)(Cl)Cl>[F:4][C:3]([F:6])([F:5])[C:1]([OH:7])=[O:2].[Cl:8][CH2:9][CH2:10][CH2:11]/[C:12](=[CH:20]\[C:21]1[CH:26]=[CH:25][C:24]([N:27]2[CH:31]=[C:30]([CH3:32])[N:29]=[CH:28]2)=[C:23]([F:33])[CH:22]=1)/[C:13]([OH:15])=[O:14] |f:3.4|. Procedure: chloroform (5 mL) and TFA (10 mL) were added to tert-butyl(E)-5-chloro-2-{1-[3-fluoro-4-(4-methyl-1H-imidazol-1-yl)phenyl]methylidene}valerate (1.96 g), and the reaction solution was stirred at room temperature for one hour. The reaction solution was concentrated under reduced pressure. The residue was solidified with methylene chloride, ethyl acetate, and heptane and separated by filtration to obtain 2.19 g of the title compound. The property value of the compound is as follows. The reactants are C(C1=CC=CC=C1)OC([C@@H](N(CCC1=CC=CC=C1)C([C@@H](N(S(=O)(=O)C1=CC2=CC(=C(C=C2C=C1)OC)OC)[N+](=O)[O-])CCCNC(N)=N)=O)C)=O (nitro-N2 -(6,7-dimethoxy-2-naphthylsulfonyl)-L-arginyl-N-phenethylalanine benzyl ester), [H][H] (hydrogen). The reagents and catalysts are [Pd] (palladium-black). Run in C(C)(=O)O (acetic acid). Product: N#N.COC=1C=C2C=CC(=CC2=CC1OC)S(=O)(=O)N[C@@H](CCCNC(N)=N)C(=O)N([C@@H](C)C(=O)O)CCC1=CC=CC=C1 (N2 (6,7-dimethoxy-2-naphthylsulfonyl)-L-arginyl-N-phenethylalanine). Isolated yield 67.0%. RXN SMILES: C([O:8][C:9](=[O:52])[C@H:10]([CH3:51])[N:11]([C:20](=[O:50])[C@H:21]([CH2:43][CH2:44][CH2:45][NH:46][C:47](=[NH:49])[NH2:48])[N:22]([N+:40]([O-])=O)[S:23]([C:26]1[CH:35]=[CH:34][C:33]2[C:28](=[CH:29][C:30]([O:38][CH3:39])=[C:31]([O:36][CH3:37])[CH:32]=2)[CH:27]=1)(=[O:25])=[O:24])[CH2:12][CH2:13][C:14]1[CH:19]=[CH:18][CH:17]=[CH:16][CH:15]=1)C1C=CC=CC=1.[H][H]>C(O)(=O)C.[Pd]>[N:22]#[N:40].[CH3:37][O:36][C:31]1[CH:32]=[C:33]2[C:28](=[CH:29][C:30]=1[O:38][CH3:39])[CH:27]=[C:26]([S:23]([NH:22][C@H:21]([C:20]([N:11]([CH2:12][CH2:13][C:14]1[CH:15]=[CH:16][CH:17]=[CH:18][CH:19]=1)[C@H:10]([C:9]([OH:52])=[O:8])[CH3:51])=[O:50])[CH2:43][CH2:44][CH2:45][NH:46][C:47](=[NH:48])[NH2:49])(=[O:25])=[O:24])[CH:35]=[CH:34]2 |f:4.5|. Procedure details: To a solution of 3.00 g of NG -nitro-N2 -(6,7-dimethoxy-2-naphthylsulfonyl)-L-arginyl-N-phenethylalanine benzyl ester in 50 ml of acetic acid was added 0.5 g of palladium-black and then the mixture was shaken in a hydrogen atmosphere for 100 hours at room temperature. At the end of this period, the ethanol solution was filtered to remove the catalyst and evaporated to dryness. The residue was washed several times with dry diethyl ether and chromatographed on 80 ml of Daiaion ® SK 102 ion exchang...